From a dataset of the Open Reaction Database (ORD), a public repository of structured organic reaction records. describe an organic reaction: reactants, conditions, products, and yield Starting materials: C(\C=C\CCCCCCC)(=O)O (trans-2-decenoic acid), CCOCCO (ethyl cellosolve). Yields the product C(\C=C\CCCCCCC)(=O)OCCOCC ((E)-2-ethoxyethyl dec-2-enoate). Reaction SMILES: [C:1]([OH:12])(=[O:11])/[CH:2]=[CH:3]/[CH2:4][CH2:5][CH2:6][CH2:7][CH2:8][CH2:9][CH3:10].[CH3:13][CH2:14][O:15][CH2:16][CH2:17]O>>[C:1]([O:12][CH2:13][CH2:14][O:15][CH2:16][CH3:17])(=[O:11])/[CH:2]=[CH:3]/[CH2:4][CH2:5][CH2:6][CH2:7][CH2:8][CH2:9][CH3:10]. Procedure: The same operation as in Example 1-1 or 1-2 was carried out using trans-2-decenoic acid and ethyl cellosolve as starting materials to give the aimed compound. Starting materials: O=C([O-])O, CCCNC(=O)Nc1cc(-c2nc(C(F)(F)F)cs2)c(B(O)O)cn1, COCCOC, CCOC(=O)c1cn(C2CN(C)C2)c2ccc(I)cc2c1=O, [Na+], Cl[Pd]Cl, c1ccc(P(c2ccccc2)c2ccccc2)cc1, c1ccc(P(c2ccccc2)c2ccccc2)cc1. Yields the product CCCNC(=O)Nc1cc(-c2nc(C(F)(F)F)cs2)c(-c2ccc3c(c2)c(=O)c(C(=O)OCC)cn3C2CN(C)C2)cn1. Reaction SMILES: [C:48](=[O:49])([OH:50])[O-:51].[CH2:23]([CH2:24][CH3:25])[NH:26][C:27]([NH:28][c:29]1[cH:30][c:31](-[c:38]2[s:39][cH:40][c:41]([C:43]([F:44])([F:45])[F:46])[n:42]2)[c:32]([B:35]([OH:36])[OH:37])[cH:33][n:34]1)=[O:47].[CH2:53]([CH2:54][O:55][CH3:56])[O:57][CH3:58].[I:1][c:2]1[cH:3][c:4]2[c:5](=[O:22])[c:6]([C:17](=[O:18])[O:19][CH2:20][CH3:21])[cH:7][n:8]([CH:12]3[CH2:13][N:14]([CH3:16])[CH2:15]3)[c:9]2[cH:10][cH:11]1.[Na+:52].[Pd:59]([Cl:60])[Cl:61].[c:62]1([P:63]([c:64]2[cH:65][cH:66][cH:67][cH:68][cH:69]2)[c:70]2[cH:71][cH:72][cH:73][cH:74][cH:75]2)[cH:76][cH:77][cH:78][cH:79][cH:80]1.[c:81]1([P:82]([c:83]2[cH:84][cH:85][cH:86][cH:87][cH:88]2)[c:89]2[cH:90][cH:91][cH:92][cH:93][cH:94]2)[cH:95][cH:96][cH:97][cH:98][cH:99]1>>[c:2]1(-[c:32]2[c:31](-[c:38]3[s:39][cH:40][c:41]([C:43]([F:44])([F:45])[F:46])[n:42]3)[cH:30][c:29]([NH:28][C:27]([NH:26][CH2:23][CH2:24][CH3:25])=[O:47])[n:34][cH:33]2)[cH:3][c:4]2[c:5](=[O:22])[c:6]([C:17](=[O:18])[O:19][CH2:20][CH3:21])[cH:7][n:8]([CH:12]3[CH2:13][N:14]([CH3:16])[CH2:15]3)[c:9]2[cH:10][cH:11]1. Starting materials: C(=O)([O-])[C@@H](O)[C@H](O)C(=O)[O-] (D-tartrate), COC1=C(C=CC(=N1)/C=C/C1=NN2C([C@@H](CCC2)C2=C(C=CC=C2)C(F)(F)F)=N1)N1C=NC(=C1)C ((8S)-2-{(E)-2-[6-methoxy-5-(4-methyl-1H-imidazol-1-yl)pyridin-2-yl]vinyl}-8-(2-trifluoromethylphenyl)-5,6,7,8-tetrahydro-[1,2,4]triazolo[1,5-a]pyridine), CCCCCCC (heptane). Run in C([C@@H](O)[C@H](O)C(=O)O)(=O)O.C(C)O (D-tartaric acid ethanol). Yields the product C(=O)(O)[C@@H](O)[C@H](O)C(=O)O.C(=O)(O)[C@@H](O)[C@H](O)C(=O)O.COC1=C(C=CC(=N1)/C=C/C1=NN2C([C@@H](CCC2)C2=C(C=CC=C2)C(F)(F)F)=N1)N1C=NC(=C1)C ((8S)-2-{(E)-2-[6-methoxy-5-(4-methyl-1H-imidazol-1-yl)pyridin-2-yl]vinyl}-8-(2-trifluoromethylphenyl)-5,6,7,8-tetrahydro-[1,2,4]triazolo[1,5-a]pyridine di-D-tartrate). RXN SMILES: [CH3:1][O:2][C:3]1[N:8]=[C:7](/[CH:9]=[CH:10]/[C:11]2[N:29]=[C:14]3[C@H:15]([C:19]4[CH:24]=[CH:23][CH:22]=[CH:21][C:20]=4[C:25]([F:28])([F:27])[F:26])[CH2:16][CH2:17][CH2:18][N:13]3[N:12]=2)[CH:6]=[CH:5][C:4]=1[N:30]1[CH:34]=[C:33]([CH3:35])[N:32]=[CH:31]1.[C:36]([C@H:39]([C@@H:41]([C:43]([O-:45])=[O:44])[OH:42])[OH:40])([O-:38])=[O:37].CCCCCCC>C(O)(=O)[C@H]([C@@H](C(O)=O)O)O.C(O)C>[C:36]([C@H:39]([C@@H:41]([C:43]([OH:45])=[O:44])[OH:42])[OH:40])([OH:38])=[O:37].[C:36]([C@H:39]([C@@H:41]([C:43]([OH:45])=[O:44])[OH:42])[OH:40])([OH:38])=[O:37].[CH3:1][O:2][C:3]1[N:8]=[C:7](/[CH:9]=[CH:10]/[C:11]2[N:29]=[C:14]3[C@H:15]([C:19]4[CH:24]=[CH:23][CH:22]=[CH:21][C:20]=4[C:25]([F:28])([F:27])[F:26])[CH2:16][CH2:17][CH2:18][N:13]3[N:12]=2)[CH:6]=[CH:5][C:4]=1[N:30]1[CH:34]=[C:33]([CH3:35])[N:32]=[CH:31]1 |f:3.4,5.6.7|. Procedure details: (8S)-2-{(E)-2-[6-methoxy-5-(4-methyl-1H-imidazol-1-yl)pyridin-2-yl]vinyl}-8-(2-trifluoromethylphenyl)-5,6,7,8-tetrahydro-[1,2,4]triazolo[1,5-a]pyridine (810.18 mg) was dissolved in 8 mL of a D-tartaric acid-ethanol solution (751.13 mg/10 mL) with stirring at room temperature. The oil was precipitated when 2 mL of heptane was added. Accordingly, the oily substance was dissolved by ultrasonic treatment to prepare a clear solution. Several mg of crystals of the 1.5 D-tartrate prepared according to ... The reactants are Cc1cc(O)ccc1CCCCn1ccnn1, CN(C)C=O, FC(F)(F)c1ccc(-c2cncc(CCl)c2)cc1, [H-], [Na+], O. Yields the product Cc1cc(OCc2cncc(-c3ccc(C(F)(F)F)cc3)c2)ccc1CCCCn1ccnn1. Reaction SMILES: [CH3:1][c:2]1[cH:3][c:4]([OH:17])[cH:5][cH:6][c:7]1[CH2:8][CH2:9][CH2:10][CH2:11][n:12]1[n:13][n:14][cH:15][cH:16]1.[CH3:39][N:40]([CH3:41])[CH:42]=[O:43].[Cl:20][CH2:21][c:22]1[cH:23][n:24][cH:25][c:26](-[c:28]2[cH:29][cH:30][c:31]([C:34]([F:35])([F:36])[F:37])[cH:32][cH:33]2)[cH:27]1.[H-:18].[Na+:19].[OH2:38]>>[CH3:1][c:2]1[cH:3][c:4]([O:17][CH2:21][c:22]2[cH:23][n:24][cH:25][c:26](-[c:28]3[cH:29][cH:30][c:31]([C:34]([F:35])([F:36])[F:37])[cH:32][cH:33]3)[cH:27]2)[cH:5][cH:6][c:7]1[CH2:8][CH2:9][CH2:10][CH2:11][n:12]1[n:13][n:14][cH:15][cH:16]1. Starting materials: CCSC1=CCC2C3CCC4=CC(=O)C=CC4(C)C3(F)C(OC(C)=O)CC12C, CCCCS. The product is CCCCSC1(SCC)CCC2C3CCC4=CC(=O)C=CC4(C)C3(F)C(OC(C)=O)CC21C. RXN SMILES: [C:1]([CH3:2])(=[O:3])[O:4][CH:5]1[C:6]2([F:28])[C:7]3([CH3:27])[CH:8]=[CH:9][C:10](=[O:26])[CH:11]=[C:12]3[CH2:13][CH2:14][CH:15]2[CH:16]2[CH2:17][CH:18]=[C:19]([S:23][CH2:24][CH3:25])[C:20]2([CH3:21])[CH2:22]1.[CH2:29]([CH2:30][CH2:31][CH3:32])[SH:33]>>[C:1]([CH3:2])(=[O:3])[O:4][CH:5]1[C:6]2([F:28])[C:7]3([CH3:27])[CH:8]=[CH:9][C:10](=[O:26])[CH:11]=[C:12]3[CH2:13][CH2:14][CH:15]2[CH:16]2[CH2:17][CH2:18][C:19]([S:23][CH2:24][CH3:25])([S:33][CH2:29][CH2:30][CH2:31][CH3:32])[C:20]2([CH3:21])[CH2:22]1. Procedure: In analogy to the procedure described in example 10 c], [rac]-2-ethoxy-3-(4-hydroxy-2-methyl-phenyl)-propionic acid ethyl ester (example 10 b]) was reacted with [rac]-1-[4-methyl-2-(4-trifluoromethyl-phenyl)-thiazol-5-yl]-ethanol [PCT Int. Appl. (2002), WO 02/062774 A1] in the presence of tributylphosphine and N,N,N′,N′-tetramethyl azodicarboxamide to yield 2-ethoxy-3-(2-methyl-4-{1-[4-methyl-2-(4-trifluoromethyl-phenyl)-thiazol-5-yl]-ethoxy}-phenyl)-propionic acid ethyl ester as a mixture of tw... Product: C(C)OC(C(CC1=C(C=C(C=C1)OC(C)C1=C(N=C(S1)C1=CC=C(C=C1)C(F)(F)F)C)C)OCC)=O (2-ethoxy-3-(2-methyl-4-{1-[4-methyl-2-(4-trifluoromethyl-phenyl)-thiazol-5-yl]-ethoxy}-phenyl)-propionic acid ethyl ester). Reaction SMILES: [CH2:1]([O:3][C:4](=[O:18])[CH:5]([O:15][CH2:16][CH3:17])[CH2:6][C:7]1[CH:12]=[CH:11][C:10]([OH:13])=[CH:9][C:8]=1[CH3:14])[CH3:2].[CH3:19][C:20]1[N:21]=[C:22]([C:28]2[CH:33]=[CH:32][C:31]([C:34]([F:37])([F:36])[F:35])=[CH:30][CH:29]=2)[S:23][C:24]=1[CH:25](O)[CH3:26].C(P(CCCC)CCCC)CCC.CN(C)C(N=NC(N(C)C)=O)=O>>[CH2:1]([O:3][C:4](=[O:18])[CH:5]([O:15][CH2:16][CH3:17])[CH2:6][C:7]1[CH:12]=[CH:11][C:10]([O:13][CH:25]([C:24]2[S:23][C:22]([C:28]3[CH:29]=[CH:30][C:31]([C:34]([F:36])([F:37])[F:35])=[CH:32][CH:33]=3)=[N:21][C:20]=2[CH3:19])[CH3:26])=[CH:9][C:8]=1[CH3:14])[CH3:2]. Starting materials: CC=1N=C(SC1C(C)O)C1=CC=C(C=C1)C(F)(F)F ([rac]-1-[4-methyl-2-(4-trifluoromethyl-phenyl)-thiazol-5-yl]-ethanol), C(CCC)P(CCCC)CCCC (tributylphosphine), CN(C(=O)N=NC(=O)N(C)C)C (N,N,N′,N′-tetramethyl azodicarboxamide), C(C)OC(C(CC1=C(C=C(C=C1)O)C)OCC)=O ([rac]-2-ethoxy-3-(4-hydroxy-2-methyl-phenyl)-propionic acid ethyl ester). The reactants are ClCCNC(=O)NC1=CC(=C(C=C1)C1=CC=C(C=C1)C(=O)OC)C (N-(2-chloroethyl)-N'-(4'-methoxycarbonyl-2-methylbiphenyl-4-yl)urea). Solvent: O (water). The product is O=C1N(CCN1)C1=CC(=C(C=C1)C1=CC=C(C=C1)C(=O)OC)C (Methyl 4'-(4,5-dihydro-2-oxoimidazol-1-yl)-2'-methylbiphenyl-4-carboxylate). The yield is 90.0%. RXN SMILES: Cl[CH2:2][CH2:3][NH:4][C:5]([NH:7][C:8]1[CH:13]=[CH:12][C:11]([C:14]2[CH:19]=[CH:18][C:17]([C:20]([O:22][CH3:23])=[O:21])=[CH:16][CH:15]=2)=[C:10]([CH3:24])[CH:9]=1)=[O:6]>O>[O:6]=[C:5]1[NH:4][CH2:3][CH2:2][N:7]1[C:8]1[CH:13]=[CH:12][C:11]([C:14]2[CH:19]=[CH:18][C:17]([C:20]([O:22][CH3:23])=[O:21])=[CH:16][CH:15]=2)=[C:10]([CH3:24])[CH:9]=1. Procedure details: This was prepared from N-(2-chloroethyl)-N'-(4'-methoxycarbonyl-2-methylbiphenyl-4-yl)urea (D17), following the procedure of Description 4. The product was isolated by dilution of the reaction mixture with water, filtration and drying. This gave the title compound as a cream solid (90%).